From a dataset of the Open Reaction Database (ORD), a public repository of structured organic reaction records. describe an organic reaction: reactants, conditions, products, and yield Reactants: BrC1=CC=C(CN2C(CCC2)CO)C=C1 ([1-(4-Bromo-benzyl)-pyrrolidin-2-yl]-methanol), C(C)I (EtI), [H-].[Na+] (NaH). The solvent is CN(C)C=O (DMF). Conditions: time 1 hour. Yields the product BrC1=CC=C(CN2C(CCC2)COCC)C=C1 (1-(4-Bromo-benzyl)-2-ethoxymethyl-pyrrolidine). RXN SMILES: [Br:1][C:2]1[CH:15]=[CH:14][C:5]([CH2:6][N:7]2[CH2:11][CH2:10][CH2:9][CH:8]2[CH2:12][OH:13])=[CH:4][CH:3]=1.[CH2:16](I)[CH3:17].[H-].[Na+]>CN(C=O)C>[Br:1][C:2]1[CH:3]=[CH:4][C:5]([CH2:6][N:7]2[CH2:11][CH2:10][CH2:9][CH:8]2[CH2:12][O:13][CH2:16][CH3:17])=[CH:14][CH:15]=1 |f:2.3|. Reported procedure: [1-(4-Bromo-benzyl)-pyrrolidin-2-yl]-methanol (269 mg, 1.0 mmol) and EtI (234 mg, 1.5 mmol) is mixed at 0° C. in DMF (DMF) (10 mL). To this mixture is then added NaH (60 mg, 60% suspension in mineral oil, 1.5 mmol). The resulting mixture is stirred at room temperature for 1 h before aqueous workup. The resulting residue is directly used in the next step. Starting materials: COCC(C)Oc1cc(Oc2ccc3c(c2)OCN(C)C3=O)cc(C(=O)O)c1, CC(C)=C(Cl)N(C)C, ClCCl, CC(C)(C)OC(=O)n1ccc(N)n1, c1ccncc1. Yields the product COCC(C)Oc1cc(Oc2ccc3c(c2)OCN(C)C3=O)cc(C(=O)Nc2ccn(C(=O)OC(C)(C)C)n2)c1. RXN SMILES: [CH3:9][CH:10]([CH2:11][O:12][CH3:13])[O:14][c:15]1[cH:16][c:17]([C:18](=[O:19])[OH:20])[cH:21][c:22]([O:24][c:25]2[cH:26][c:27]3[c:28]([cH:35][cH:36]2)[C:29](=[O:34])[N:30]([CH3:33])[CH2:31][O:32]3)[cH:23]1.[Cl:1][C:2]([N:3]([CH3:4])[CH3:5])=[C:6]([CH3:7])[CH3:8].[Cl:56][CH2:57][Cl:58].[NH2:37][c:38]1[n:39][n:40]([C:43](=[O:44])[O:45][C:46]([CH3:47])([CH3:48])[CH3:49])[cH:41][cH:42]1.[cH:50]1[cH:51][cH:52][n:53][cH:54][cH:55]1>>[CH3:9][CH:10]([CH2:11][O:12][CH3:13])[O:14][c:15]1[cH:16][c:17]([C:18](=[O:20])[NH:37][c:38]2[n:39][n:40]([C:43](=[O:44])[O:45][C:46]([CH3:47])([CH3:48])[CH3:49])[cH:41][cH:42]2)[cH:21][c:22]([O:24][c:25]2[cH:26][c:27]3[c:28]([cH:35][cH:36]2)[C:29](=[O:34])[N:30]([CH3:33])[CH2:31][O:32]3)[cH:23]1.